From a dataset of the Open Reaction Database (ORD), a public repository of structured organic reaction records. describe an organic reaction: reactants, conditions, products, and yield Yield: 58.5%. The product is FC(S(=O)(=O)[O-])(F)F.C1(=CC=CC=C1)[S+](C1=CC=C(C=C1)OCOC)C1=CC=CC=C1 (diphenyl-4-methoxymethoxyphenylsulfonium trifluoromethanesulfonate salt). Procedure details: About 100 g of the methoxymethoxybenzene manufactured in the synthesis example 1 and about 133.1 g of phenyl sulfoxide were mixed and stirred in about 1,200 ml of an MC, and then a temperature was reduced to about −78° C. using a dry ice-aceton. Next, about 240 g of trifluoromethanesulfonic anhydride was gradually dropped and stirred for about three hours using a dropping funnel at about −78° C. to perform a synthesis reaction (See Equation 2 below). Next, the synthesis reaction was terminated w... Run at temperature 0 celsius. As a reaction SMILES: [CH3:1][O:2][CH2:3][O:4][C:5]1[CH:10]=[CH:9][CH:8]=[CH:7][CH:6]=1.[C:11]1([S:17]([C:19]2[CH:24]=[CH:23][CH:22]=[CH:21][CH:20]=2)=O)[CH:16]=[CH:15][CH:14]=[CH:13][CH:12]=1.C(=O)=O.CC(C)=O.[F:32][C:33]([F:46])([F:45])[S:34]([O:37]S(C(F)(F)F)(=O)=O)(=[O:36])=[O:35]>>[F:32][C:33]([F:46])([F:45])[S:34]([O-:37])(=[O:36])=[O:35].[C:19]1([S+:17]([C:11]2[CH:12]=[CH:13][CH:14]=[CH:15][CH:16]=2)[C:8]2[CH:9]=[CH:10][C:5]([O:4][CH2:3][O:2][CH3:1])=[CH:6][CH:7]=2)[CH:20]=[CH:21][CH:22]=[CH:23][CH:24]=1 |f:2.3,5.6|. Starting materials: FC(S(=O)(=O)OS(=O)(=O)C(F)(F)F)(F)F (trifluoromethanesulfonic anhydride), COCOC1=CC=CC=C1 (methoxymethoxybenzene), C1(=CC=CC=C1)S(=O)C1=CC=CC=C1 (phenyl sulfoxide), C(=O)=O.CC(=O)C (dry ice aceton). Starting materials: C(C)(=O)C1=CC=C(S1)B(O)O (5-acetyl-2-thiopheneboronic acid), BrC1=CC=C(C=C1)SC (1-bromo-4-(methylthio)benzene). Yields the product CSC1=CC=C(C=C1)C1=CC=C(S1)C(C)=O (1-(5-(4-(Methylthio)phenyl)thien-2-yl)ethanone). RXN SMILES: [C:1]([C:4]1[S:8][C:7](B(O)O)=[CH:6][CH:5]=1)(=[O:3])[CH3:2].Br[C:13]1[CH:18]=[CH:17][C:16]([S:19][CH3:20])=[CH:15][CH:14]=1>>[CH3:20][S:19][C:16]1[CH:17]=[CH:18][C:13]([C:7]2[S:8][C:4]([C:1](=[O:3])[CH3:2])=[CH:5][CH:6]=2)=[CH:14][CH:15]=1. Procedure: 1-(5-(4-(Methylthio)phenyl)thien-2-yl)ethanone is prepared from 5-acetyl-2-thiopheneboronic acid and 1-bromo-4-(methylthio)benzene according to general procedure A. Reactants: C(CCC)N1C(N([C@@H](C1)C(=O)OC(C)(C)C)C([C@@H](CSC(C1=CC=CC=C1)=O)C)=O)=O (tert.-butyl (4S)-1-n-butyl-3-[(2S)-3-benzoylthio-2-methylpropionyl]-2-oxo-imidazolidine-4-carboxylate), FC(C(=O)O)(F)F (trifluoroacetic acid). Yields the product C(CCC)N1C(N([C@@H](C1)C(=O)O)C([C@@H](CSC(C1=CC=CC=C1)=O)C)=O)=O ((4S)-1-n-butyl-3-[(2S)-3-benzoylthio-2-methylpropionyl]-2-oxo-imidazolidine-4-carboxylic acid). The yield is 91.4%. As a reaction SMILES: [CH2:1]([N:5]1[CH2:9][C@@H:8]([C:10]([O:12]C(C)(C)C)=[O:11])[N:7]([C:17](=[O:30])[C@H:18]([CH3:29])[CH2:19][S:20][C:21](=[O:28])[C:22]2[CH:27]=[CH:26][CH:25]=[CH:24][CH:23]=2)[C:6]1=[O:31])[CH2:2][CH2:3][CH3:4].FC(F)(F)C(O)=O>>[CH2:1]([N:5]1[CH2:9][C@@H:8]([C:10]([OH:12])=[O:11])[N:7]([C:17](=[O:30])[C@H:18]([CH3:29])[CH2:19][S:20][C:21](=[O:28])[C:22]2[CH:23]=[CH:24][CH:25]=[CH:26][CH:27]=2)[C:6]1=[O:31])[CH2:2][CH2:3][CH3:4]. Reported procedure: 3.5 g of tert.-butyl (4S)-1-n-butyl-3-[(2S)-3-benzoylthio-2-methylpropionyl]-2-oxo-imidazolidine-4-carboxylate and 15 ml of trifluoroacetic acid are treated in the same manner as described in Example 2-(3). 2.8 g of (4S)-1-n-butyl-3-[(2S)-3-benzoylthio-2-methylpropionyl]-2-oxo-imidazolidine-4-carboxylic acid are obtained as colorless crystals. Yield: 91.4% The physicochemical properties of this product are identical with those of the sample obtained in Example 6-(4). The reactants are COC(CC=1C=C(C(=CC1)OC)C1=C(C=C(C=C1)C(F)(F)F)C(C)=O)=O ((2′-Acetyl-6-methoxy-4′-trifluoromethyl-biphenyl-3-yl)-acetic acid methyl ester), C(C)(=O)O (acetic acid), C(=O)(O)[O-].[Na+] (NaHCO3), C(C)N (ethylamine), C(#N)[BH3-].[Na+] (sodium cyanoborohydride). The solvent is CO (MeOH). Run at temperature 60 celsius. The product is COC(CC=1C=C(C(=CC1)OC)C1=C(C=C(C=C1)C(F)(F)F)C(C)NCC)=O ([2′-(1-Ethylamino-ethyl)-6-methoxy-4′-trifluoromethyl-biphenyl-3-yl]-acetic acid methyl ester). As a reaction SMILES: [CH3:1][O:2][C:3](=[O:26])[CH2:4][C:5]1[CH:6]=[C:7]([C:13]2[CH:18]=[CH:17][C:16]([C:19]([F:22])([F:21])[F:20])=[CH:15][C:14]=2[C:23](=O)[CH3:24])[C:8]([O:11][CH3:12])=[CH:9][CH:10]=1.[CH2:27]([NH2:29])[CH3:28].C([BH3-])#N.[Na+].C(O)(=O)C.C([O-])(O)=O.[Na+]>CO>[CH3:1][O:2][C:3](=[O:26])[CH2:4][C:5]1[CH:6]=[C:7]([C:13]2[CH:18]=[CH:17][C:16]([C:19]([F:21])([F:20])[F:22])=[CH:15][C:14]=2[CH:23]([NH:29][CH2:27][CH3:28])[CH3:24])[C:8]([O:11][CH3:12])=[CH:9][CH:10]=1 |f:2.3,5.6|. Reported procedure: (2′-Acetyl-6-methoxy-4′-trifluoromethyl-biphenyl-3-yl)-acetic acid methyl ester (0.222 g, 0.61 mmol), ethylamine (2M in THF; 0.46 mL, 0.91 mmol), sodium cyanoborohydride (0.058 g, 0.91 mmol), and acetic acid (0.05 mL, 0.91 mmol) were combined in MeOH (2.2 mL) and heated to 60° C. overnight. Analytical LCMS showed starting material remained, so the reaction was stirred at 60° C. over the weekend. Once minimal starting material was seen by analytical LCMS, the mixture was cooled to room temperatur...